From a dataset of the Open Reaction Database (ORD), a public repository of structured organic reaction records. describe an organic reaction: reactants, conditions, products, and yield Starting materials: O.O.O.[N+](=O)([O-])[O-].[Mg+2].[N+](=O)([O-])[O-] (magnesium nitrate trihydrate). Run in O (water). The product is O.O.O.O.O.[N+](=O)([O-])[O-].[Mg+2].[N+](=O)([O-])[O-] (magnesium nitrate pentahydrate), O.O.O.O.O.O.[N+](=O)([O-])[O-].[Mg+2].[N+](=O)([O-])[O-] (magnesium nitrate hexahydrate). RXN SMILES: [OH2:1].O.O.[N+:4]([O-:7])([O-:6])=[O:5].[Mg+2:8].[N+:9]([O-:12])([O-:11])=[O:10]>O>[OH2:5].[OH2:10].[OH2:1].[OH2:5].[OH2:5].[N+:4]([O-:7])([O-:6])=[O:5].[Mg+2:8].[N+:9]([O-:12])([O-:11])=[O:10].[OH2:5].[OH2:5].[OH2:5].[OH2:5].[OH2:5].[OH2:5].[N+:4]([O-:7])([O-:6])=[O:5].[Mg+2:8].[N+:4]([O-:7])([O-:6])=[O:5] |f:0.1.2.3.4.5,7.8.9.10.11.12.13.14,15.16.17.18.19.20.21.22.23|. Procedure: contacting said water in said aqueous aromatic nitration product mixture with magnesium nitrate trihydrate for a time sufficient to form magnesium nitrate pentahydrate or magnesium nitrate hexahydrate, The reactants are C=COCC, CC(=CCCC(C)=CCCC(C)=CC=C(C(C)C)C(O)C#N)CCl, ClCCl, [Na+], O=C([O-])O, Cc1ccc(S(=O)(=O)O)cc1. Product: CCOC(C)OC(C#N)C(=CC=C(C)CCC=C(C)CCC=C(C)CCl)C(C)C. RXN SMILES: [CH:25](=[CH2:26])[O:27][CH2:28][CH3:29].[Cl:1][CH2:2][C:3](=[CH:4][CH2:5][CH2:6][C:7](=[CH:8][CH2:9][CH2:10][C:11](=[CH:12][CH:13]=[C:14]([CH:15]([C:16]#[N:17])[OH:18])[CH:19]([CH3:20])[CH3:21])[CH3:22])[CH3:23])[CH3:24].[Cl:46][CH2:47][Cl:48].[Na+:41].[OH:42][C:43](=[O:44])[O-:45].[c:30]1([CH3:31])[cH:32][cH:33][c:34]([S:35]([OH:36])(=[O:37])=[O:38])[cH:39][cH:40]1>>[Cl:1][CH2:2][C:3](=[CH:4][CH2:5][CH2:6][C:7](=[CH:8][CH2:9][CH2:10][C:11](=[CH:12][CH:13]=[C:14]([CH:15]([C:16]#[N:17])[O:18][CH:25]([CH3:26])[O:27][CH2:28][CH3:29])[CH:19]([CH3:20])[CH3:21])[CH3:22])[CH3:23])[CH3:24]. Reactants: ClCCl, CCCC[N+](CCCC)(CCCC)CCCC, CI, [Na+], [OH-], O=S(=O)([O-])O, O=Cc1cccc2[nH]ccc12. The product is Cn1ccc2c(C=O)cccc21. As a reaction SMILES: [CH2:14]([Cl:15])[Cl:16].[CH2:22]([N+:23]([CH2:24][CH2:25][CH2:26][CH3:27])([CH2:28][CH2:29][CH2:30][CH3:31])[CH2:32][CH2:33][CH2:34][CH3:35])[CH2:36][CH2:37][CH3:38].[CH3:12][I:13].[Na+:40].[OH-:39].[S:17]([O-:18])([OH:19])(=[O:20])=[O:21].[nH:1]1[cH:2][cH:3][c:4]2[c:5]([CH:10]=[O:11])[cH:6][cH:7][cH:8][c:9]12>>[n:1]1([CH3:12])[cH:2][cH:3][c:4]2[c:5]([CH:10]=[O:11])[cH:6][cH:7][cH:8][c:9]12. As a reaction SMILES: [CH2:1]1[C:7]2=[CH:8][C:9]3[CH:10]=[CH:11][CH:12]=[CH:13][C:14]=3[N:6]2[CH2:5][CH2:4][CH2:3][NH:2]1.[ClH:15]>C(O)(=O)C.[Pd].S([O-])([O-])(=O)=O.[Ba+2]>[ClH:15].[CH2:1]1[CH:7]2[CH2:8][C:9]3[CH:10]=[CH:11][CH:12]=[CH:13][C:14]=3[N:6]2[CH2:5][CH2:4][CH2:3][NH:2]1 |f:3.4.5,6.7|. Reagents/catalysts: [Pd].S(=O)(=O)([O-])[O-].[Ba+2] (palladium barium sulphate). Reactants: C1NCCCN2C1=CC=1C=CC=CC21 (2,3,4,5,-tetrahydro-1H-1,4-diazepino[1,2-a]indole), Cl (hydrochloric acid). Product: Cl.C1NCCCN2C1CC=1C=CC=CC21 (2,3,4,5,11,11a-hexahydro-1H-1,4-diazepino[1,2-a]indole. Hydrochloride). Run in C(C)(=O)O (acetic acid). Procedure: A solution of 18.4 g of 2,3,4,5,-tetrahydro-1H-1,4-diazepino[1,2-a]indole (m.p. 75°-77°) in 200 ml of acetic acid and 45 ml of 2N hydrochloric acid is hydrogenated, at 60° and normal pressure, with 13 g of 5% of palladium/barium sulphate. The mixture is cooled, filtered and evaporated to give 2,3,4,5,11,11a-hexahydro-1H-1,4-diazepino[1,2-a]indole. Hydrochloride, m.p. 234° (from ethanol). Starting materials: CCOP(=O)(CC#N)OCC, C1CCOC1, COc1cc(OC)cc(C(=O)c2ccccc2OC)c1, C[Si](C)(C)[N-][Si](C)(C)C, [Li+], COc1cc(OC)cc(C(=CC#N)c2ccc3c(c2)OCCO3)c1. The product is COc1cc(OC)cc(C(=CC#N)c2ccccc2OC)c1. Reaction SMILES: [CH2:21]([O:22][P:23](=[O:24])([O:25][CH2:26][CH3:27])[CH2:29][C:30]#[N:31])[CH3:28].[CH2:66]1[O:67][CH2:68][CH2:69][CH2:70]1.[CH3:1][O:2][c:3]1[cH:4][c:5]([C:11](=[O:12])[c:13]2[c:14]([O:19][CH3:20])[cH:15][cH:16][cH:17][cH:18]2)[cH:6][c:7]([O:9][CH3:10])[cH:8]1.[CH3:32][Si:33]([N-:34][Si:35]([CH3:36])([CH3:37])[CH3:38])([CH3:39])[CH3:40].[Li+:41].[O:42]1[c:43]2[cH:44][cH:45][c:46]([C:47]([c:48]3[cH:49][c:50]([O:51][CH3:52])[cH:53][c:54]([O:55][CH3:56])[cH:57]3)=[CH:58][C:59]#[N:60])[cH:61][c:62]2[O:63][CH2:64][CH2:65]1>>[CH3:1][O:2][c:3]1[cH:4][c:5]([C:11]([c:13]2[c:14]([O:19][CH3:20])[cH:15][cH:16][cH:17][cH:18]2)=[CH:29][C:30]#[N:31])[cH:6][c:7]([O:9][CH3:10])[cH:8]1. Reactants: N1C=NC2=C1C=CC=C2 (1H-benzimidazole), [H-].[Na+] (sodium hydride), FC1=CC=C(C(=O)OC)C=C1 (Methyl 4-fluorobenzoate). Run in O (water), CN(C)C=O (DMF). Run at temperature 0 celsius, time 30 minute. Yields the product N1(C=NC2=C1C=CC=C2)C2=CC=C(C(=O)OC)C=C2 (methyl 4-(1H-benzimidazol-1-yl)benzoate). The yield is 75.4%. Reaction SMILES: [NH:1]1[C:5]2[CH:6]=[CH:7][CH:8]=[CH:9][C:4]=2[N:3]=[CH:2]1.[H-].[Na+].F[C:13]1[CH:22]=[CH:21][C:16]([C:17]([O:19][CH3:20])=[O:18])=[CH:15][CH:14]=1>CN(C=O)C.O>[N:1]1([C:13]2[CH:22]=[CH:21][C:16]([C:17]([O:19][CH3:20])=[O:18])=[CH:15][CH:14]=2)[C:5]2[CH:6]=[CH:7][CH:8]=[CH:9][C:4]=2[N:3]=[CH:2]1 |f:1.2|. Procedure details: To a solution of (2.3 g, 19.46 mmol) 1H-benzimidazole in DMF (80 mL) at 0° C. was added sodium hydride (0.78 g, 19.46 mol, 60 wt. %) and the reaction mixture was stirred at 0° C. for 30 minutes, then at room temperature for 1 hour. Methyl 4-fluorobenzoate (3.0 g, 19.46 mmol) was then added and the reaction mixture was heated at 85° C. for 24 h. The reaction mixture was cooled to room temperature, diluted with water (300 mL) and extracted with dichloromethane (4×250 mL). The combined organic laye...